Dataset: the Open Reaction Database (ORD), a public repository of structured organic reaction records. Task: describe an organic reaction: reactants, conditions, products, and yield The reactants are ClC(C(=O)OCC)C(=O)C(F)(F)F (ethyl 2-chloro-4,4,4-trifluoroacetoacetate), C(C)(C)(C)NC(=O)N (tert-butylurea). Solvent: C(Cl)Cl (methylene chloride). Product: CC(C)(C)NC=1OC(=C(N1)C(F)(F)F)C(=O)OCC (Ethyl 2-[(1,1-dimethylethyl)amino]-4-trifluoromethyl-5-oxazolecarboxylate). The yield is 62.8%. As a reaction SMILES: Cl[CH:2]([C:8]([C:10]([F:13])([F:12])[F:11])=O)[C:3]([O:5][CH2:6][CH3:7])=[O:4].[C:14]([NH:18][C:19]([NH2:21])=[O:20])([CH3:17])([CH3:16])[CH3:15]>C(Cl)Cl>[CH3:15][C:14]([NH:18][C:19]1[O:20][C:2]([C:3]([O:5][CH2:6][CH3:7])=[O:4])=[C:8]([C:10]([F:13])([F:12])[F:11])[N:21]=1)([CH3:17])[CH3:16]. Reported procedure: A reaction vessel was charged with 10.9 g (50 mmol) of ethyl 2-chloro-4,4,4-trifluoroacetoacetate and 7.0 g (60 mmol) of tert-butylurea. The reaction mixture was stirred and heated at 140°-150° C. for 19 hours under a calcium sulfate drying tube. With the mixture at room temperature, the mixture was slurried in methylene chloride and washed three times with water. The methylene chloride extract was dried over magnesium sulfate and then concentrated under reduced pressure to yield 8.8 g of a must... The reactants are BrCc1ccccc1, O=C([O-])O, O=C(O)C1C=COc2cc(Cl)c(Cl)cc21, ClCCl, [Na+]. Product: O=C(OCc1ccccc1)C1C=COc2cc(Cl)c(Cl)cc21. Reaction SMILES: [Br:16][CH2:17][c:18]1[cH:19][cH:20][cH:21][cH:22][cH:23]1.[C:24](=[O:25])([OH:26])[O-:27].[Cl:1][c:2]1[c:3]([Cl:15])[cH:4][c:5]2[c:6]([cH:14]1)[CH:7]([C:11](=[O:12])[OH:13])[CH:8]=[CH:9][O:10]2.[Cl:29][CH2:30][Cl:31].[Na+:28]>>[Cl:1][c:2]1[c:3]([Cl:15])[cH:4][c:5]2[c:6]([cH:14]1)[CH:7]([C:11](=[O:12])[O:13][CH2:17][c:18]1[cH:19][cH:20][cH:21][cH:22][cH:23]1)[CH:8]=[CH:9][O:10]2. Reactants: FC1=C(C#N)C=C(C=C1)F (2,5-difluoro-benzonitrile), FC(CO)(F)F (2,2,2-trifluoro-ethanol). Product: FC=1C=CC(=C(C#N)C1)OCC(F)(F)F (5-Fluoro-2-(2,2,2-trifluoro-ethoxy)-benzonitrile). Reaction SMILES: F[C:2]1[CH:9]=[CH:8][C:7]([F:10])=[CH:6][C:3]=1[C:4]#[N:5].[F:11][C:12]([F:16])([F:15])[CH2:13][OH:14]>>[F:10][C:7]1[CH:8]=[CH:9][C:2]([O:14][CH2:13][C:12]([F:16])([F:15])[F:11])=[C:3]([CH:6]=1)[C:4]#[N:5]. Reported procedure: 2,5-difluoro-benzonitrile was reacted with 2,2,2-trifluoro-ethanol according to the method of Example 84A to provide the title compound. MS (DCI/NH3) m/z 220 (M+1)+. As a reaction SMILES: [Br:1][CH2:2][c:3]1[cH:4][cH:5][c:6]([CH3:13])[c:7]([C:8](=[O:9])[NH:10][CH3:11])[cH:12]1.[CH2:22]1[O:23][CH2:24][CH2:25][CH2:26]1.[CH3:14][N:15]1[CH2:16][CH2:17][NH:18][CH2:19][CH2:20]1.[OH2:21]>>[CH2:2]([c:3]1[cH:4][cH:5][c:6]([CH3:13])[c:7]([C:8](=[O:9])[NH:10][CH3:11])[cH:12]1)[N:18]1[CH2:17][CH2:16][N:15]([CH3:14])[CH2:20][CH2:19]1. Yields the product CNC(=O)c1cc(CN2CCN(C)CC2)ccc1C. Reactants: CNC(=O)c1cc(CBr)ccc1C, C1CCOC1, CN1CCNCC1, O. Reactants: FC(C1=C(C=CC=C1)COC1=CC=C(C=O)C=C1)(F)F (4-[(2-trifluoromethylphenyl)methoxy]benzaldehyde), C(C)(=O)[O-].[Na+] (sodium acetate), S1C(=S)NC(=O)C1 (rhodanine). The solvent is C(C)(=O)O (acetic acid). The product is FC(C1=C(C=CC=C1)COC1=CC=C(C=C1)C=C1C(NC(S1)=S)=O)(F)F (5-[[4-[(2-trifluoromethylphenyl)methoxy]phenyl]methylene]-2-thioxo-4-thiazolidinone). Reaction SMILES: [F:1][C:2]([F:20])([F:19])[C:3]1[CH:8]=[CH:7][CH:6]=[CH:5][C:4]=1[CH2:9][O:10][C:11]1[CH:18]=[CH:17][C:14]([CH:15]=O)=[CH:13][CH:12]=1.C([O-])(=O)C.[Na+].[S:26]1[CH2:32][C:30](=[O:31])[NH:29][C:27]1=[S:28]>C(O)(=O)C>[F:1][C:2]([F:20])([F:19])[C:3]1[CH:8]=[CH:7][CH:6]=[CH:5][C:4]=1[CH2:9][O:10][C:11]1[CH:18]=[CH:17][C:14]([CH:15]=[C:32]2[S:26][C:27](=[S:28])[NH:29][C:30]2=[O:31])=[CH:13][CH:12]=1 |f:1.2|. Procedure: Under a nitrogen atmosphere in a round bottom flask 4-[(2-trifluoromethylphenyl)methoxy]benzaldehyde (2.98 g, 10.63 mmol), sodium acetate (3.05 g, 37.2 mmol), and rhodanine (1.42 g, 10.7 mmol) were dissolved in 53 ml of acetic acid. The reaction solution was then heated to reflux and maintained at this temperature for about three days. Starting materials: O=C1Nc2ccc3ncccc3c2C1=O, COc1ccc(CBr)cc1, CN(C)C=O, CCOC(C)=O, [H-], [Na+], O. Yields the product COc1ccc(CN2C(=O)C(=O)c3c2ccc2ncccc32)cc1. Reaction SMILES: [C:1]1(=[O:15])[C:2](=[O:14])[NH:3][c:4]2[c:5]1[c:6]1[cH:7][cH:8][cH:9][n:10][c:11]1[cH:12][cH:13]2.[CH3:18][O:19][c:20]1[cH:21][cH:22][c:23]([CH2:24][Br:25])[cH:26][cH:27]1.[CH3:28][N:29]([CH3:30])[CH:31]=[O:32].[CH3:34][CH2:35][O:36][C:37](=[O:38])[CH3:39].[H-:16].[Na+:17].[OH2:33]>>[C:1]1(=[O:15])[C:2](=[O:14])[N:3]([CH2:24][c:23]2[cH:22][cH:21][c:20]([O:19][CH3:18])[cH:27][cH:26]2)[c:4]2[c:5]1[c:6]1[cH:7][cH:8][cH:9][n:10][c:11]1[cH:12][cH:13]2. Starting materials: FC(C(=O)O)(F)F (trifluoroacetic acid), C(C)(C)(C)OC(=O)N1CCN(CCC1)C=1C=C2C(N(C(=NC2=CC1)C1=CC(=CC=C1)Cl)CC(NC(C)(C)C)=O)=O (4-[3-(tert-Butylcarbamoylmethyl)-2-(3-chlorophenyl)-4-oxo-3,4-dihydroquinazolin-6-yl]perhydro-1,4-diazepine-1-carboxylic acid tert-butyl ester), C(=O)(C(F)(F)F)O.C(Cl)Cl (TFA DCM). Reaction conditions: time 40 minute. Yields the product C(C)(C)(C)NC(CN1C(=NC2=CC=C(C=C2C1=O)N1CCNCCC1)C1=CC(=CC=C1)Cl)=O (N-tert-butyl-2-[2-(3-chlorophenyl)-4-oxo-6-perhydro-1,4-diazepin-1-yl-4H-quinazolin-3-yl]acetamide). The yield is 67.6%. As a reaction SMILES: C(OC([N:8]1[CH2:14][CH2:13][CH2:12][N:11]([C:15]2[CH:16]=[C:17]3[C:22](=[CH:23][CH:24]=2)[N:21]=[C:20]([C:25]2[CH:30]=[CH:29][CH:28]=[C:27]([Cl:31])[CH:26]=2)[N:19]([CH2:32][C:33](=[O:39])[NH:34][C:35]([CH3:38])([CH3:37])[CH3:36])[C:18]3=[O:40])[CH2:10][CH2:9]1)=O)(C)(C)C.C(O)(C(F)(F)F)=O.C(Cl)Cl.FC(F)(F)C(O)=O>>[C:35]([NH:34][C:33](=[O:39])[CH2:32][N:19]1[C:18](=[O:40])[C:17]2[C:22](=[CH:23][CH:24]=[C:15]([N:11]3[CH2:12][CH2:13][CH2:14][NH:8][CH2:9][CH2:10]3)[CH:16]=2)[N:21]=[C:20]1[C:25]1[CH:30]=[CH:29][CH:28]=[C:27]([Cl:31])[CH:26]=1)([CH3:38])([CH3:36])[CH3:37] |f:1.2|. Reported procedure: 4-[3-(tert-Butylcarbamoylmethyl)-2-(3-chlorophenyl)-4-oxo-3,4-dihydroquinazolin-6-yl]perhydro-1,4-diazepine-1-carboxylic acid tert-butyl ester (INTERMEDIATE VIII.1) (38.9 mg, 0.068 mmol) was treated with TFA:DCM (1:1 (v/v), 1 mL) and the solution stirred at room temperature for 40 min. The volatiles were removed in vacuo and the residue partitioned between DCM and 1 M NaOH (aq.). The organics were dried (Na2SO4) and concentrated in vacuo to yield N-tert-butyl-2-[2-(3-chlorophenyl)-4-oxo-6-perhyd...